From a dataset of the Open Reaction Database (ORD), a public repository of structured organic reaction records. describe an organic reaction: reactants, conditions, products, and yield Reactants: BrB(Br)Br, COc1cccc2c(C#N)cccc12, ClCCl. Yields the product N#Cc1cccc2c(O)cccc12. RXN SMILES: [B:15]([Br:16])([Br:17])[Br:18].[CH3:1][O:2][c:3]1[c:4]2[cH:5][cH:6][cH:7][c:8]([C:13]#[N:14])[c:9]2[cH:10][cH:11][cH:12]1.[Cl:19][CH2:20][Cl:21]>>[OH:2][c:3]1[c:4]2[cH:5][cH:6][cH:7][c:8]([C:13]#[N:14])[c:9]2[cH:10][cH:11][cH:12]1. The reactants are C(=CCCCCCCCC(C)C)C1C(=O)OC(C1)=O (2-isododecenylsuccinic anhydride), C(C)(C)(C)C=1C=C(C=C(C1O)C(C)(C)C)CCC(=O)NN (3-(3,5-di-t-butyl-4-hydroxy-phenyl)propanoic acid hydrazide), C1(=CC=CC=C1)C (toluene). Run in O (water). Reaction conditions: time 25 minute. Product: C(C)(C)(C)C=1C=C(C=C(C1O)C(C)(C)C)CCC(=O)NN1C(C(CC1=O)C=CCCCCCCCC(C)C)=O (N-[3-(3,5-di-t-butyl-4-hydroxyphenyl)propanamido]-2-isododecenylsuccinimide). Isolated yield 102.8%. As a reaction SMILES: [CH:1]([CH:13]1[CH2:18][C:17](=[O:19])[O:16][C:14]1=O)=[CH:2][CH2:3][CH2:4][CH2:5][CH2:6][CH2:7][CH2:8][CH2:9][CH:10]([CH3:12])[CH3:11].[C:20]([C:24]1[CH:25]=[C:26]([CH2:35][CH2:36][C:37]([NH:39][NH2:40])=[O:38])[CH:27]=[C:28]([C:31]([CH3:34])([CH3:33])[CH3:32])[C:29]=1[OH:30])([CH3:23])([CH3:22])[CH3:21].C1(C)C=CC=CC=1>O>[C:31]([C:28]1[CH:27]=[C:26]([CH2:35][CH2:36][C:37]([NH:39][N:40]2[C:17](=[O:19])[CH2:18][CH:13]([CH:1]=[CH:2][CH2:3][CH2:4][CH2:5][CH2:6][CH2:7][CH2:8][CH2:9][CH:10]([CH3:11])[CH3:12])[C:14]2=[O:16])=[O:38])[CH:25]=[C:24]([C:20]([CH3:21])([CH3:22])[CH3:23])[C:29]=1[OH:30])([CH3:32])([CH3:33])[CH3:34]. Reported procedure: A mixture of 2-isododecenylsuccinic anhydride (31.2 g, 111 mmol), 3-(3,5-di-t-butyl-4-hydroxy-phenyl)propanoic acid hydrazide (32.6 g, 111 mmol) and 60 ml of toluene was refluxed for 90 minutes under a nitrogen atmosphere with the azeotropic removal of water (Dean-Stark assembly). The bulk of the solvent was distilled off followed by vacuum stripping of the hot (135° C.) melt for 25 minutes to remove last traces of solvent. After cooling to room temperature, the vacuum was removed. Additional co... Starting materials: C(C1=CC=CC=C1)OC1=CC=C(C(=O)NN)C=C1 ((4-benzyloxy benzoyl) hydrazine), C(C=C)#N (acrylonitrile), C(C=C)#N (acrylonitrile). Solvent: C(CC)O (1-propanol). The product is C(C1=CC=CC=C1)OC1=CC=C(C(=O)NNCCC#N)C=C1 (1-(4-benzyloxy benzoyl) 2-(2-cyano ethyl) hydrazine). Yield: 88.0%. Reaction SMILES: [CH2:1]([O:8][C:9]1[CH:18]=[CH:17][C:12]([C:13]([NH:15][NH2:16])=[O:14])=[CH:11][CH:10]=1)[C:2]1[CH:7]=[CH:6][CH:5]=[CH:4][CH:3]=1.[C:19](#[N:22])[CH:20]=[CH2:21]>C(O)CC>[CH2:1]([O:8][C:9]1[CH:10]=[CH:11][C:12]([C:13]([NH:15][NH:16][CH2:21][CH2:20][C:19]#[N:22])=[O:14])=[CH:17][CH:18]=1)[C:2]1[CH:3]=[CH:4][CH:5]=[CH:6][CH:7]=1. Procedure: To a solution of 100 mmoles of (4-benzyloxy benzoyl) hydrazine in 200 ml of 1-propanol, 100 mmoles of acrylonitrile are added and the mixture is heated for 24 hours at reflux. Then 50 mmoles of acrylonitrile are added and the heating is continued at reflux for 24 hours. After cooling, the product is filtered and recrystallized in a water-ethanol mixture and 26 g (yield: 88%) of the expected product were obtained. Starting materials: CN(C)C=O, CCN(C(C)C)C(C)C, O=C(Oc1c(F)c(F)c(F)c(F)c1F)c1ccc(F)c(F)c1Nc1ccc(I)cc1Cl, NOCCO. Yields the product O=C(NOCCO)c1ccc(F)c(F)c1Nc1ccc(I)cc1Cl. As a reaction SMILES: [CH3:46][N:47]([CH3:48])[CH:49]=[O:50].[CH:37]([N:38]([CH2:39][CH3:40])[CH:41]([CH3:42])[CH3:43])([CH3:44])[CH3:45].[F:1][c:2]1[c:3]([O:4][C:9]([c:10]2[c:11]([NH:18][c:19]3[c:20]([Cl:26])[cH:21][c:22]([I:25])[cH:23][cH:24]3)[c:12]([F:17])[c:13]([F:16])[cH:14][cH:15]2)=[O:27])[c:5]([F:6])[c:7]([F:8])[c:28]([F:29])[c:30]1[F:31].[NH2:32][O:33][CH2:34][CH2:35][OH:36]>>[C:9]([c:10]1[c:11]([NH:18][c:19]2[c:20]([Cl:26])[cH:21][c:22]([I:25])[cH:23][cH:24]2)[c:12]([F:17])[c:13]([F:16])[cH:14][cH:15]1)(=[O:27])[NH:32][O:33][CH2:34][CH2:35][OH:36]. Reactants: CN1C(CC[C@@]2(C3=C(CC[C@@H]12)C=C(C=C3)Br)C)=O ((+)-(4aR)-(10bR)-4-methyl-8-bromo-10b-methyl-1,2,3,4,4a,5,6,10b-octahydrobenzo[f]quinolin-3-one), O(C1=CC=CC=C1)C1=CC=C(C=C1)B(O)O (4-phenoxyphenylboronic acid), C([O-])([O-])=O.[Na+].[Na+] (sodium carbonate), C1(=CC=CC=C1)C (toluene). The reagents and catalysts are [Pd].C1(=CC=CC=C1)P(C1=CC=CC=C1)C1=CC=CC=C1.C1(=CC=CC=C1)P(C1=CC=CC=C1)C1=CC=CC=C1.C1(=CC=CC=C1)P(C1=CC=CC=C1)C1=CC=CC=C1.C1(=CC=CC=C1)P(C1=CC=CC=C1)C1=CC=CC=C1 (tetrakis (triphenylphosphine) palladium (0)). The solvent is C(Cl)(Cl)Cl (chloroform). Yields the product CN1C(CC[C@@]2(C3=C(CC[C@@H]12)C=C(C=C3)C3=CC=C(C=C3)OC3=CC=CC=C3)C)=O ((+)-(4aR)-(10bR)-4-methyl-8-(4-phenoxyphenyl)-10b-methyl-1,2,3,4,4a,5,6,10b-octahydrobenzo[f]quinolin-3-one). Yield: 79.7%. As a reaction SMILES: [CH3:1][N:2]1[C@H:11]2[C@@:6]([CH3:17])([C:7]3[CH:15]=[CH:14][C:13](Br)=[CH:12][C:8]=3[CH2:9][CH2:10]2)[CH2:5][CH2:4][C:3]1=[O:18].[O:19]([C:26]1[CH:31]=[CH:30][C:29](B(O)O)=[CH:28][CH:27]=1)[C:20]1[CH:25]=[CH:24][CH:23]=[CH:22][CH:21]=1.C(=O)([O-])[O-].[Na+].[Na+].C1(C)C=CC=CC=1>C(Cl)(Cl)Cl.[Pd].C1(P(C2C=CC=CC=2)C2C=CC=CC=2)C=CC=CC=1.C1(P(C2C=CC=CC=2)C2C=CC=CC=2)C=CC=CC=1.C1(P(C2C=CC=CC=2)C2C=CC=CC=2)C=CC=CC=1.C1(P(C2C=CC=CC=2)C2C=CC=CC=2)C=CC=CC=1>[CH3:1][N:2]1[C@H:11]2[C@@:6]([CH3:17])([C:7]3[CH:15]=[CH:14][C:13]([C:29]4[CH:30]=[CH:31][C:26]([O:19][C:20]5[CH:25]=[CH:24][CH:23]=[CH:22][CH:21]=5)=[CH:27][CH:28]=4)=[CH:12][C:8]=3[CH2:9][CH2:10]2)[CH2:5][CH2:4][C:3]1=[O:18] |f:2.3.4,7.8.9.10.11|. Procedure: A 15 mL round bottom flask was charged with (+)-(4aR)-(10bR)-4-methyl-8-bromo-10b-methyl-1,2,3,4,4a,5,6,10b-octahydrobenzo[f]quinolin-3-one (200 mg, 0.65 mmol), tetrakis (triphenylphosphine) palladium (0) (23 mg, 0.02 mmol), 4-phenoxyphenylboronic acid (167 mg, 0.78 mmol), 0.65 mL of 2M sodium carbonate solution and 2 mL of toluene, fitted with a reflux condenser, and the stirred mixture was heated at 80°, under nitrogen, for 24h. The mixture was cooled, diluted with chloroform (75 mL) and washe... Starting materials: ClCCCl, Cc1sccc1C(=O)O, CS(C)=O, Nc1c[nH]nc1C(=O)Nc1ccc(F)cc1, O, On1nnc2ccccc21. Yields the product Cc1sccc1C(=O)Nc1c[nH]nc1C(=O)Nc1ccc(F)cc1. Reaction SMILES: [CH2:26]([Cl:27])[CH2:28][Cl:29].[CH3:1][c:2]1[s:3][cH:4][cH:5][c:6]1[C:7](=[O:8])[OH:9].[CH3:40][S:41]([CH3:42])=[O:43].[F:10][c:11]1[cH:12][cH:13][c:14]([NH:17][C:18](=[O:19])[c:20]2[n:21][nH:22][cH:23][c:24]2[NH2:25])[cH:15][cH:16]1.[OH2:44].[OH:30][n:31]1[c:32]2[c:33]([cH:34][cH:35][cH:36][cH:37]2)[n:38][n:39]1>>[CH3:1][c:2]1[s:3][cH:4][cH:5][c:6]1[C:7](=[O:9])[NH:25][c:24]1[c:20]([C:18]([NH:17][c:14]2[cH:13][cH:12][c:11]([F:10])[cH:16][cH:15]2)=[O:19])[n:21][nH:22][cH:23]1.